This data is from the Open Reaction Database (ORD), a public repository of structured organic reaction records. The task is: describe an organic reaction: reactants, conditions, products, and yield The reactants are C([O-])(O)=O.[Na+] (sodium bicarbonate), Cl.CN1N=NN=C1SCC1NCCC2=CC(=C(C=C12)O)O (1-(1-methyl-1H-tetrazol-5-yl)thiomethyl-6,7-dihydroxy-1,2,3,4-tetrahydroisoquinoline hydrochloride), C([O-])(O)=O.[Na+] (sodium bicarbonate), O1CCCC1 (Tetrahydrofuran), ClC(=O)OCC(Cl)(Cl)Cl (2,2,2-trichloroethyl chloroformate). The solvent is O (Water), O (water). Yields the product ClC(COC(=O)C1NCCC2=CC(=C(C=C12)O)O)(Cl)Cl (2,2,2-trichloroethoxycarbonyl-6,7-dihydroxy-1,2,3,4-tetrahydroisoquinoline). The yield is 78.2%. Reaction SMILES: Cl.CN1C(SC[CH:10]2[C:19]3[C:14](=[CH:15][C:16]([OH:21])=[C:17]([OH:20])[CH:18]=3)[CH2:13][CH2:12][NH:11]2)=NN=N1.C(=O)(O)[O-].[Na+].O1CCCC1.Cl[C:33]([O:35][CH2:36][C:37]([Cl:40])([Cl:39])[Cl:38])=[O:34]>O>[Cl:38][C:37]([Cl:40])([Cl:39])[CH2:36][O:35][C:33]([CH:10]1[C:19]2[C:14](=[CH:15][C:16]([OH:21])=[C:17]([OH:20])[CH:18]=2)[CH2:13][CH2:12][NH:11]1)=[O:34] |f:0.1,2.3|. Procedure details: A suspension of 1-(1-methyl-1H-tetrazol-5-yl)thiomethyl-6,7-dihydroxy-1,2,3,4-tetrahydroisoquinoline hydrochloride (50 g) in water (300 ml) was dissolved at 61° to 65° C. To the solution was added sodium bicarbonate (13.3 g) over 15 minutes at the same temperature. Tetrahydrofuran (250 ml) was added to the suspension at 50° C. The suspension was cooled and weakly alkalified by adding sodium bicarbonate (30 g) at 0° to 3° C. To the mixture was added 2,2,2-trichloroethyl chloroformate (40.2 g) ove... The reactants are C=CCN1CC(C)N(C(c2cccc(O[Si](C)(C)C(C)(C)C)c2)c2cccc(C(=O)Cl)c2)CC1C, Nc1ccccc1F. Product: CNc1ccccc1F. As a reaction SMILES: [CH2:9]([N:10]1[CH:11]([CH3:12])[CH2:13][N:14]([CH:15]([c:16]2[cH:17][c:18]([C:22]([Cl:23])=[O:24])[cH:19][cH:20][cH:21]2)[c:25]2[cH:26][cH:27][cH:28][c:29]([O:30][Si:31]([C:32]([CH3:33])([CH3:34])[CH3:35])([CH3:36])[CH3:37])[cH:38]2)[CH:39]([CH3:40])[CH2:41]1)[CH:42]=[CH2:43].[NH2:1][c:2]1[cH:3][cH:4][cH:5][cH:6][c:7]1[F:8]>>[NH:1]([c:2]1[cH:3][cH:4][cH:5][cH:6][c:7]1[F:8])[CH3:9]. Reactants: ClCCl (dichloromethane), [OH-].[K+] (potassium hydroxide), C(C)(C)(C)OC(=O)N1CCC2=C(CC1)C(=C(C=C2)Cl)SC(N(C)C)=O (3-tert-butoxycarbonyl-7-chloro-6-dimethylcarbamoylthio-2,3,4,5-tetrahydro-1H-benzo[d]azepine), ClCCCN1C(CC2=CC=CC=C12)=O (1-(3-chloro-propyl)-1,3-dihydro-indol-2-one). Solvent: O (water), CO (methanol). Yields the product C(C)(C)(C)OC(=O)N1CCC2=C(CC1)C(=C(C=C2)Cl)SCCCN2C(CC1=CC=CC=C21)=O (3-tert-butoxycarbonyl-7-chloro-6-[3-(2-oxo-2,3-dihydro-indol-1-yl)-propylthio]-2,3,4,5-tetrahydro-1H-benzo[d]azepine). RXN SMILES: [OH-].[K+].[C:3]([O:7][C:8]([N:10]1[CH2:16][CH2:15][C:14]2[C:17]([S:22]C(=O)N(C)C)=[C:18]([Cl:21])[CH:19]=[CH:20][C:13]=2[CH2:12][CH2:11]1)=[O:9])([CH3:6])([CH3:5])[CH3:4].Cl[CH2:29][CH2:30][CH2:31][N:32]1[C:40]2[C:35](=[CH:36][CH:37]=[CH:38][CH:39]=2)[CH2:34][C:33]1=[O:41].ClCCl>CO.O>[C:3]([O:7][C:8]([N:10]1[CH2:16][CH2:15][C:14]2[C:17]([S:22][CH2:29][CH2:30][CH2:31][N:32]3[C:40]4[C:35](=[CH:36][CH:37]=[CH:38][CH:39]=4)[CH2:34][C:33]3=[O:41])=[C:18]([Cl:21])[CH:19]=[CH:20][C:13]=2[CH2:12][CH2:11]1)=[O:9])([CH3:5])([CH3:6])[CH3:4] |f:0.1|. Procedure details: Add potassium hydroxide (899 mg, 16.64 mmol) in one portion to a solution of 3-tert-butoxycarbonyl-7-chloro-6-dimethylcarbamoylthio-2,3,4,5-tetrahydro-1H-benzo[d]azepine (200 mg, 0.52 mmol) in methanol (10 mL). Heat the reaction to 50° C. under nitrogen for 24 h, then cool to room temperature and add 1-(3-chloro-propyl)-1,3-dihydro-indol-2-one (217 mg, 1.04 mmol). Stir the reaction at room temperature for 4 days. Remove solvents in vacuo, add dichloromethane (20 mL) and water (20 mL). Remove the... Starting materials: COc1cc(B(O)O)cc(OC)c1OC, Cc1ccccc1, COC(=O)c1ccccc1Br, N#N, O, c1ccc(P(c2ccccc2)(c2ccccc2)[Pd](P(c2ccccc2)(c2ccccc2)c2ccccc2)(P(c2ccccc2)(c2ccccc2)c2ccccc2)P(c2ccccc2)(c2ccccc2)c2ccccc2)cc1. The product is COC(=O)c1ccccc1-c1cc(OC)c(OC)c(OC)c1. As a reaction SMILES: [CH3:14][O:15][c:16]1[cH:17][c:18]([B:26]([OH:27])[OH:28])[cH:19][c:20]([O:24][CH3:25])[c:21]1[O:22][CH3:23].[CH3:29][c:30]1[cH:31][cH:32][cH:33][cH:34][cH:35]1.[CH3:3][O:4][C:5]([c:6]1[c:7]([Br:12])[cH:8][cH:9][cH:10][cH:11]1)=[O:13].[N:1]#[N:2].[OH2:36].[cH:37]1[cH:38][cH:39][c:40]([P:41]([Pd:42]([P:43]([c:44]2[cH:45][cH:46][cH:47][cH:48][cH:49]2)([c:50]2[cH:51][cH:52][cH:53][cH:54][cH:55]2)[c:56]2[cH:57][cH:58][cH:59][cH:60][cH:61]2)([P:62]([c:63]2[cH:64][cH:65][cH:66][cH:67][cH:68]2)([c:69]2[cH:70][cH:71][cH:72][cH:73][cH:74]2)[c:75]2[cH:76][cH:77][cH:78][cH:79][cH:80]2)[P:81]([c:82]2[cH:83][cH:84][cH:85][cH:86][cH:87]2)([c:88]2[cH:89][cH:90][cH:91][cH:92][cH:93]2)[c:94]2[cH:95][cH:96][cH:97][cH:98][cH:99]2)([c:100]2[cH:101][cH:102][cH:103][cH:104][cH:105]2)[c:106]2[cH:107][cH:108][cH:109][cH:110][cH:111]2)[cH:112][cH:113]1>>[CH3:3][O:4][C:5]([c:6]1[c:7](-[c:18]2[cH:17][c:16]([O:15][CH3:14])[c:21]([O:22][CH3:23])[c:20]([O:24][CH3:25])[cH:19]2)[cH:8][cH:9][cH:10][cH:11]1)=[O:13]. The reactants are [N+](=O)([O-])C1=CC=C(C=C1)C1CC(C1)C(=O)OC (methyl 3-(4-nitrophenyl)cyclobutanecarboxylate), [H][H] (hydrogen). The reagents and catalysts are [Pd] (palladium on carbon). The solvent is C(C)(=O)OCC (ethyl acetate). The product is NC1=CC=C(C=C1)C1CC(C1)C(=O)OC (methyl 3-(4-aminophenyl)-cyclobutanecarboxylate). As a reaction SMILES: [N+:1]([C:4]1[CH:9]=[CH:8][C:7]([CH:10]2[CH2:13][CH:12]([C:14]([O:16][CH3:17])=[O:15])[CH2:11]2)=[CH:6][CH:5]=1)([O-])=O.[H][H]>C(OCC)(=O)C.[Pd]>[NH2:1][C:4]1[CH:5]=[CH:6][C:7]([CH:10]2[CH2:11][CH:12]([C:14]([O:16][CH3:17])=[O:15])[CH2:13]2)=[CH:8][CH:9]=1. Procedure: A solution of this nitro compound (750mg.) in ethyl acetate (20ml.) was stirred for 16 hours with a 5% palladium on carbon catalyst (250mg.) in an atmosphere of hydrogen. The solution was filtered through a pad of "Hyflo" and evaporated to give methyl 3-(4-aminophenyl)-cyclobutanecarboxylate. A solution of this amine (800mg.) in dry benzene (20ml.) was stirred under argon at room temperature during the dropwise addition of amyl nitrite (0.755ml.). The temperature of the reaction mixture was slow... The reactants are N1C(CCCC1)CO (2-Piperidine methanol), ICCCCCC (1-iodohexane). Product: C(CCCCC)N1C(CCCC1)CO (1-Hexyl-2-Piperidine Methanol). Yield: 102.7%. Reaction SMILES: [NH:1]1[CH2:6][CH2:5][CH2:4][CH2:3][CH:2]1[CH2:7][OH:8].I[CH2:10][CH2:11][CH2:12][CH2:13][CH2:14][CH3:15]>>[CH2:10]([N:1]1[CH2:6][CH2:5][CH2:4][CH2:3][CH:2]1[CH2:7][OH:8])[CH2:11][CH2:12][CH2:13][CH2:14][CH3:15]. Procedure: 2-Piperidine methanol (2.30 g, 20 mmol) and 1-iodohexane (1.5 mL, 10 mmol) were converted to product by the procedure of Preparation 1 to yield 2.048 g (51%) of the title compound. 3H NMR consistent with desired product. Reactants: C(CC(O)(C(=O)O)CC(=O)O)(=O)O (Citric acid), COC1=NC(=CC(=N1)OC1CC2C(N(CCCCC=CC3CC3(NC(C2C1)=O)C(=O)O)C)=O)C1=CC=CC=C1 (17-(2-Methoxy-6-phenylpyrimidin-4-yloxy)-13-methyl-2,14-dioxo-3,13-diaza-tricyclo[13.3.0.0*4,6*]octadec-7-ene-4-carboxylic acid), CCN=C=NCCCN(C)C (EDAC), C1(CC1)S(=O)(=O)N (Cyclopropane sulphonamide), C1CCC2=NCCCN2CC1 (DBU). Solvent: C(Cl)Cl (DCM). Conditions: time 8 hour. Yields the product COC1=NC(=CC(=N1)OC1CC2C(N(CCCCC=CC3CC3(NC(C2C1)=O)C(=O)NS(=O)(=O)C1CC1)C)=O)C1=CC=CC=C1 (Cyclopropanesulfonic acid [17-(2-methoxy-6-phenylpyrimidin-4-yloxy)-13-methyl-2,14-dioxo-3,13-diaza-tricyclo[13.3.0.0*4,6*]octadec-7-ene-4-carbonyl]-amide). Yield: 56.0%. As a reaction SMILES: [CH3:1][O:2][C:3]1[N:8]=[C:7]([O:9][CH:10]2[CH2:27][CH:26]3[CH:12]([C:13](=[O:33])[N:14]([CH3:32])[CH2:15][CH2:16][CH2:17][CH2:18][CH:19]=[CH:20][CH:21]4[C:23]([C:29]([OH:31])=O)([NH:24][C:25]3=[O:28])[CH2:22]4)[CH2:11]2)[CH:6]=[C:5]([C:34]2[CH:39]=[CH:38][CH:37]=[CH:36][CH:35]=2)[N:4]=1.CCN=C=NCCCN(C)C.[CH:51]1([S:54]([NH2:57])(=[O:56])=[O:55])[CH2:53][CH2:52]1.C1CCN2C(=NCCC2)CC1.C(O)(=O)CC(CC(O)=O)(C(O)=O)O>C(Cl)Cl>[CH3:1][O:2][C:3]1[N:8]=[C:7]([O:9][CH:10]2[CH2:27][CH:26]3[CH:12]([C:13](=[O:33])[N:14]([CH3:32])[CH2:15][CH2:16][CH2:17][CH2:18][CH:19]=[CH:20][CH:21]4[C:23]([C:29]([NH:57][S:54]([CH:51]5[CH2:53][CH2:52]5)(=[O:56])=[O:55])=[O:31])([NH:24][C:25]3=[O:28])[CH2:22]4)[CH2:11]2)[CH:6]=[C:5]([C:34]2[CH:39]=[CH:38][CH:37]=[CH:36][CH:35]=2)[N:4]=1. Procedure: A solution of the acid 13e (150 mg, 0.28 mmol) and EDAC (65 mg, 0.34 mmol) in dry DCM (3 ml) was stirred overnight. Cyclopropane sulphonamide (72.7 mg, 0.6 mmol) and DBU (120 mg, 0.8 mmol) was added and the mixture was stirred overnight at room temperature. 5% Citric acid was added and the mixture was extracted with ethyl acetate. The organic phase was washed two times with 5% citric acid and water, dried with sodium sulphate and evaporated under reduced pressure. Purification by HPLC gave the t...